From a dataset of the Open Reaction Database (ORD), a public repository of structured organic reaction records. describe an organic reaction: reactants, conditions, products, and yield Reactants: N1CCCC1 (pyrrolidine), CC(C)C1=CC(=C(C(=C1)C(C)C)C2=C(C=CC=C2)P(C3CCCCC3)C4CCCCC4)C(C)C (X-Phos), CC(C)(C)[O-].[Na+] (NaOtBu), BrC=1C=C2C3=CC=CC=C3S(NC2=C2N=CC=CC12)(=O)=O (12-bromo-5H-6-thia-4,5-diaza-chrysene 6,6-dioxide). The reagents and catalysts are C=1C=CC(=CC1)/C=C/C(=O)/C=C/C2=CC=CC=C2.C=1C=CC(=CC1)/C=C/C(=O)/C=C/C2=CC=CC=C2.C=1C=CC(=CC1)/C=C/C(=O)/C=C/C2=CC=CC=C2.[Pd].[Pd] (Pd2(dba)3). Solvent: CO (MeOH), C1(=CC=CC=C1)C (Toluene). Conditions: temperature 90 celsius. Product: N1(CCCC1)C=1C=C2C3=CC=CC=C3S(NC2=C2N=CC=CC12)(=O)=O (12-Pyrrolidin-1-yl-5H-6-thia-4,5-diaza-chrysene 6,6-dioxide). Isolated yield 33.5%. As a reaction SMILES: [NH:1]1[CH2:5][CH2:4][CH2:3][CH2:2]1.CC(C1C=C(C(C)C)C(C2C=CC=CC=2P(C2CCCCC2)C2CCCCC2)=C(C(C)C)C=1)C.CC([O-])(C)C.[Na+].Br[C:47]1[CH:48]=[C:49]2[C:58](=[C:59]3[C:64]=1[CH:63]=[CH:62][CH:61]=[N:60]3)[NH:57][S:56](=[O:66])(=[O:65])[C:55]1[C:50]2=[CH:51][CH:52]=[CH:53][CH:54]=1>CO.C1C=CC(/C=C/C(/C=C/C2C=CC=CC=2)=O)=CC=1.C1C=CC(/C=C/C(/C=C/C2C=CC=CC=2)=O)=CC=1.C1C=CC(/C=C/C(/C=C/C2C=CC=CC=2)=O)=CC=1.[Pd].[Pd].C1(C)C=CC=CC=1>[N:1]1([C:47]2[CH:48]=[C:49]3[C:58](=[C:59]4[C:64]=2[CH:63]=[CH:62][CH:61]=[N:60]4)[NH:57][S:56](=[O:66])(=[O:65])[C:55]2[C:50]3=[CH:51][CH:52]=[CH:53][CH:54]=2)[CH2:5][CH2:4][CH2:3][CH2:2]1 |f:2.3,6.7.8.9.10|. Procedure details: Toluene was de-gassed for 15 min. Toluene (2 ml) and pyrrolidine (30 μl, 0.42 mmol) were added to a mixture of Pd2(dba)3 (25 mg, 28 μmol), X-Phos (66 mg, 0.14 mmol), NaOtBu (67 mg, 0.69 mmol), 12-bromo-5H-6-thia-4,5-diaza-chrysene 6,6-dioxide 545 (100 mg, 0.28 mmol), under nitrogen and the mixture was heated at 90° C. for 18 h. After cooling, the mixture was diluted with MeOH (3 ml), filtered and concentrated in vacuo. The residue was purified by preparative HPLC (acidic conditions 1) to give th... Reactants: N#CCBr, O=C([O-])[O-], CC(C)=O, Cc1cc(Cl)cc(C)c1O, [K+], [K+]. The product is Cc1cc(Cl)cc(C)c1OCC#N. As a reaction SMILES: [Br:11][CH2:12][C:13]#[N:14].[C:15](=[O:16])([O-:17])[O-:18].[CH3:21][C:22](=[O:23])[CH3:24].[Cl:1][c:2]1[cH:3][c:4]([CH3:10])[c:5]([OH:9])[c:6]([CH3:8])[cH:7]1.[K+:19].[K+:20]>>[Cl:1][c:2]1[cH:3][c:4]([CH3:10])[c:5]([O:9][CH2:12][C:13]#[N:14])[c:6]([CH3:8])[cH:7]1. Reactants: tert-butyl 4-[3-(amino)phenyl]-1,2,3,6-tetrahydro-1-pyridinecarboxylate,a, C(=O)([O-])[O-].[Na+].[Na+] (Na2CO3), FC(S(=O)(=O)OC=1CCN(CC1)C(=O)OC(C)(C)C)(F)F (tert-butyl 4-{[(trifluoromethyl)sulfonyl]oxy}-1,2,3,6-tetrahydro-1-pyridine-carboxylate), [N+](=O)([O-])C=1C=C(C=CC1)B(O)O (3-nitrophenylboronic acid), [Cl-].[Li+] (lithium chloride), tetrakis-triphenylphosphine palladium(0). Run in C(OC)COC (dimethoxyethane). Yields the product [N+](=O)([O-])C=1C=C(C=CC1)C=1CCN(CC1)C(=O)OC(C)(C)C (TERT-BUTYL 4-(3-NITROPHENYL)-3,6-DIHYDRO-1(2H)-PYRIDINECARBOXYLATE). Isolated yield 82.7%. Reaction SMILES: C([O-])([O-])=O.[Na+].[Na+].FC(F)(F)S(O[C:13]1[CH2:14][CH2:15][N:16]([C:19]([O:21][C:22]([CH3:25])([CH3:24])[CH3:23])=[O:20])[CH2:17][CH:18]=1)(=O)=O.[N+:28]([C:31]1[CH:32]=[C:33](B(O)O)[CH:34]=[CH:35][CH:36]=1)([O-:30])=[O:29].[Cl-].[Li+]>C(COC)OC>[N+:28]([C:31]1[CH:36]=[C:35]([C:13]2[CH2:14][CH2:15][N:16]([C:19]([O:21][C:22]([CH3:25])([CH3:24])[CH3:23])=[O:20])[CH2:17][CH:18]=2)[CH:34]=[CH:33][CH:32]=1)([O-:30])=[O:29] |f:0.1.2,5.6|. Reported procedure: According to the procedure used for the synthesis of tert-butyl 4-[3-(amino)phenyl]-1,2,3,6-tetrahydro-1-pyridinecarboxylate,a mixture of 2 M aqueous Na2CO3 solution (2.2 mL), tert-butyl 4-{[(trifluoromethyl)sulfonyl]oxy}-1,2,3,6-tetrahydro-1-pyridine-carboxylate (0.500 g, 1.51 mmol), 3-nitrophenylboronic acid (0.353 g, 2.11 mmol), lithium chloride (0.191 9, 4.50 mmol) and tetrakis-triphenylphosphine palladium(0) (0.080 g, 0.075 mmol) in dimethoxyethane (5 mL) afforded 0.380g of the desired prod... Starting materials: O=C([O-])[O-], Cc1ccccc1, CCOC(C)=O, Cl, [Cu+2], N#C[K], O=N[O-], CCOC(=O)c1cccc(Cl)c1N, [Na+], [Na+], [Na+], O=S(=O)([O-])[O-], O. Product: CCOC(=O)c1cccc(Cl)c1C#N. Reaction SMILES: [C:19](=[O:20])([O-:21])[O-:22].[CH3:29][c:30]1[cH:31][cH:32][cH:33][cH:34][cH:35]1.[CH3:42][CH2:43][O:44][C:45]([CH3:46])=[O:47].[ClH:1].[Cu+2:36].[K:25][C:26]#[N:27].[N:15]([O-:16])=[O:17].[NH2:2][c:3]1[c:4]([C:5](=[O:6])[O:7][CH2:8][CH3:9])[cH:10][cH:11][cH:12][c:13]1[Cl:14].[Na+:18].[Na+:23].[Na+:24].[O-:37][S:38](=[O:39])(=[O:40])[O-:41].[OH2:28]>>[c:3]1([C:26]#[N:27])[c:4]([C:5](=[O:6])[O:7][CH2:8][CH3:9])[cH:10][cH:11][cH:12][c:13]1[Cl:14]. Reactants: [Na] (sodium), C(C1=CC=C(C#N)C=C1)#N (terephthalonitrile), Cl.NO (hydroxylamine hydrochloride), NO (hydroxylamine). The solvent is C(C)O (ethanol), C(C)O (ethanol), C(C)O (ethanol), C(C)O (ethanol). The product is C(C1=CC=C(C(=O)N)C=C1)(N)=NO (Terephthalamidoxime). As a reaction SMILES: Cl.[NH2:2][OH:3].[Na].N[OH:6].[C:7](#[N:16])[C:8]1[CH:15]=[CH:14][C:11]([C:12]#[N:13])=[CH:10][CH:9]=1>C(O)C>[C:7](=[N:2][OH:3])([NH2:16])[C:8]1[CH:15]=[CH:14][C:11]([C:12]([NH2:13])=[O:6])=[CH:10][CH:9]=1 |f:0.1,^1:3|. Procedure details: A solution of 7 g hydroxylamine hydrochloride (0.10 mol) was dissolved in 15 ml of ethanol and cooled to 0°-5° C. To the mixture was added 2.3 g sodium (0.10 mol) dissolved in 30 ml ethanol. After generating the free hydroxylamine, 3.05 g of terephthalonitrile (23.8 mmol) suspended in 40 ml of ethanol was added dropwise to the ethanol solution. The mixture was then refluxed for 20 hours. The volume of solution was reduced to 5 ml, and upon cooling a precipitate formed which was filtered. The yie... Starting materials: CC(=O)O, CCO, CCOC(C)=O, CNC(=O)c1c(-c2ccc(F)cc2)oc2ccc(-c3cccc(C(=O)NC(C)(C)c4ccccc4)c3)c([N+](=O)[O-])c12, [Fe]. Product: CNC(=O)c1c(-c2ccc(F)cc2)oc2ccc(-c3cccc(C(=O)NC(C)(C)c4ccccc4)c3)c(N)c12. Reaction SMILES: [C:45]([OH:46])(=[O:47])[CH3:48].[CH3:42][CH2:43][OH:44].[CH3:49][CH2:50][O:51][C:52]([CH3:53])=[O:54].[F:1][c:2]1[cH:3][cH:4][c:5](-[c:8]2[o:9][c:10]3[c:11]([c:12]2[C:13](=[O:14])[NH:15][CH3:16])[c:17]([N+:39]([O-:40])=[O:41])[c:18](-[c:21]2[cH:22][c:23]([C:27]([NH:28][C:29]([CH3:30])([CH3:31])[c:32]4[cH:33][cH:34][cH:35][cH:36][cH:37]4)=[O:38])[cH:24][cH:25][cH:26]2)[cH:19][cH:20]3)[cH:6][cH:7]1.[Fe:55]>>[F:1][c:2]1[cH:3][cH:4][c:5](-[c:8]2[o:9][c:10]3[c:11]([c:12]2[C:13](=[O:14])[NH:15][CH3:16])[c:17]([NH2:39])[c:18](-[c:21]2[cH:22][c:23]([C:27]([NH:28][C:29]([CH3:30])([CH3:31])[c:32]4[cH:33][cH:34][cH:35][cH:36][cH:37]4)=[O:38])[cH:24][cH:25][cH:26]2)[cH:19][cH:20]3)[cH:6][cH:7]1.